Dataset: the Open Reaction Database (ORD), a public repository of structured organic reaction records. Task: describe an organic reaction: reactants, conditions, products, and yield The reactants are NC1=CC2=C(N=C(O2)C)C=C1F (6-Amino-5-fluoro-2-methylbenzoxazole), S(=O)(=O)(Cl)Cl (sulfuryl chloride). Run in C(C)(=O)OCC (ethyl acetate), C(C)(=O)OCC (ethyl acetate), C(Cl)Cl (methylene chloride), C(Cl)Cl (methylene chloride). Run at time 30 minute. The product is NC1=C(C2=C(N=C(O2)C)C=C1F)Cl (6-Amino-7-Chloro-5-Fluoro-2-Methylbenzoxazole). As a reaction SMILES: [NH2:1][C:2]1[C:11]([F:12])=[CH:10][C:5]2[N:6]=[C:7]([CH3:9])[O:8][C:4]=2[CH:3]=1.S(Cl)([Cl:16])(=O)=O>C(OCC)(=O)C.C(Cl)Cl>[NH2:1][C:2]1[C:11]([F:12])=[CH:10][C:5]2[N:6]=[C:7]([CH3:9])[O:8][C:4]=2[C:3]=1[Cl:16]. Procedure: 6-Amino-5-fluoro-2-methylbenzoxazole (12 g, 72.22 mMole) was dissolved in ethyl acetate (100 mL) containing dry pryidine (5.8 mL, 72.22 mMole). At room temperature and with good stirring, sulfuryl chloride (7.0 mL, 86.66 mMole) was added drop by drop over a 20-minute period. After stirring at room temperature for about 30 minutes, the reaction was diluted with ethyl acetate, washed with 2N-HCl, dried (MgSO4), filtered and concentrated to give a solid. This solid was dissolved in methylene chlori... The reactants are C(C)(=O)N([C@@H]1C[C@@H](N(C2=CC=CC=C12)C(=O)C1=CC=C(OCCC(C(=O)O)(C)C)C=C1)C)C1=CC=C(C=C1)Cl (4-(4-{[(2S,4R)-4-[acetyl(4-chlorophenyl)amino]-2-methyl-3,4-dihydro-quinolin-1(2H)-yl]carbonyl}phenoxy)-2,2-dimethylbutanoic acid), ClC1=CC=C(C=C1)N(C(C)=O)[C@@H]1C[C@@H](N(C2=CC=CC=C12)C(C1=CC=C(C=C1)OC)=O)C (N-(4-chlorophenyl)-N-[(2S,4R)-1-(4-methoxybenzoyl)-2-methyl-1,2,3,4-tetrahydro-quinolin-4-yl]acetamide). Product: C(C)(=O)N([C@H]1C[C@H](N(C2=CC=CC=C12)C(=O)C1=CC=C(OCCC(C(=O)O)(C)C)C=C1)C)C1=CC=C(C=C1)Cl (4-(4-{[(2R,4S)-4-[acetyl(4-chlorophenyl)amino]-2-methyl-3,4-dihydroquinolin-1(2H)-yl]carbonyl}phenoxy)-2,2-dimethylbutanoic acid). RXN SMILES: [C:1]([N:4]([C:33]1[CH:38]=[CH:37][C:36]([Cl:39])=[CH:35][CH:34]=1)[C@H:5]1[C:14]2[C:9](=[CH:10][CH:11]=[CH:12][CH:13]=2)[N:8]([C:15]([C:17]2[CH:31]=[CH:30][C:20]([O:21][CH2:22][CH2:23][C:24]([CH3:29])([CH3:28])[C:25]([OH:27])=[O:26])=[CH:19][CH:18]=2)=[O:16])[C@@H:7]([CH3:32])[CH2:6]1)(=[O:3])[CH3:2].ClC1C=CC(N([C@H]2C3C(=CC=CC=3)N(C(=O)C3C=CC(OC)=CC=3)[C@@H](C)C2)C(=O)C)=CC=1>>[C:1]([N:4]([C:33]1[CH:34]=[CH:35][C:36]([Cl:39])=[CH:37][CH:38]=1)[C@@H:5]1[C:14]2[C:9](=[CH:10][CH:11]=[CH:12][CH:13]=2)[N:8]([C:15]([C:17]2[CH:18]=[CH:19][C:20]([O:21][CH2:22][CH2:23][C:24]([CH3:29])([CH3:28])[C:25]([OH:27])=[O:26])=[CH:30][CH:31]=2)=[O:16])[C@H:7]([CH3:32])[CH2:6]1)(=[O:3])[CH3:2]. Procedure details: 4-(4-{[(2R,4S)-4-[acetyl(4-chlorophenyl)amino]-2-methyl-3,4-dihydroquinolin-1(2H)-yl]carbonyl}phenoxy)-2,2-dimethylbutanoic acid was prepared following the procedure to prepare 4-(4-{[(2S,4R)-4-[acetyl(4-chlorophenyl)amino]-2-methyl-3,4-dihydro-quinolin-1(2H)-yl]carbonyl}phenoxy)-2,2-dimethylbutanoic acid, substituting N-(4-chlorophenyl)-N-[(2R,4S)-1-(4-methoxybenzoyl)-2-methyl-1,2,3,4-tetrahydro-quinolin-4-yl]acetamide for N-(4-chlorophenyl)-N-[(2S,4R)-1-(4-methoxybenzoyl)-2-methyl-1,2,3,4-tetr... The reactants are [Cl-].[NH4+] (ammonium chloride), C(#N)CCC=1C(=NC=C(C(=O)OC)C1)C1=C(C=CC(=C1)OC)F (methyl 5-(2-cyanoethyl)-6-(2-fluoro-5-methoxyphenyl)nicotinate), CO (methanol), [BH4-].[Na+] (sodium borohydride). Solvent: C1CCOC1 (THF). Product: FC1=C(C=C(C=C1)OC)C1=NC=C(C=C1CCC#N)CO (3-(2-(2-fluoro-5-methoxyphenyl)-5-(hydroxymethyl)pyridin-3-yl)propanenitrile). The yield is 85.1%. As a reaction SMILES: [C:1]([CH2:3][CH2:4][C:5]1[C:6]([C:15]2[CH:20]=[C:19]([O:21][CH3:22])[CH:18]=[CH:17][C:16]=2[F:23])=[N:7][CH:8]=[C:9]([CH:14]=1)[C:10](OC)=[O:11])#[N:2].CO.[BH4-].[Na+].[Cl-].[NH4+]>C1COCC1>[F:23][C:16]1[CH:17]=[CH:18][C:19]([O:21][CH3:22])=[CH:20][C:15]=1[C:6]1[C:5]([CH2:4][CH2:3][C:1]#[N:2])=[CH:14][C:9]([CH2:10][OH:11])=[CH:8][N:7]=1 |f:2.3,4.5|. Procedure details: To a mixture of methyl 5-(2-cyanoethyl)-6-(2-fluoro-5-methoxyphenyl)nicotinate (548 mg), methanol (2 mL) and THF (10 mL) was added sodium borohydride (208 mg), and the mixture was refluxed for 1 hr. To the reaction mixture was added saturated aqueous ammonium chloride solution, and the mixture was extracted with ethyl acetate. The extract was washed with saturated brine, and dried over anhydrous sodium sulfate. The solvent was evaporated under reduced pressure and the residue was purified by sil...